This data is from the Open Reaction Database (ORD), a public repository of structured organic reaction records. The task is: describe an organic reaction: reactants, conditions, products, and yield RXN SMILES: [C:1]([CH3:2])([CH3:3])([CH3:4])[c:5]1[c:6]([OH:15])[cH:7][cH:8][c:9]([C:11]([CH3:12])([CH3:13])[CH3:14])[cH:10]1.[CH3:16][c:17]1[cH:18][c:19]([CH:20]=[O:21])[cH:22][cH:23][c:24]1[CH3:25].[CH3:26][NH:27][CH3:28].[OH2:29]>>[C:1]([CH3:2])([CH3:3])([CH3:4])[c:5]1[c:6]([OH:15])[c:7]([CH:20]([c:19]2[cH:18][c:17]([CH3:16])[c:24]([CH3:25])[cH:23][cH:22]2)[N:27]([CH3:26])[CH3:28])[cH:8][c:9]([C:11]([CH3:12])([CH3:13])[CH3:14])[cH:10]1. Reactants: CC(C)(C)c1ccc(O)c(C(C)(C)C)c1, Cc1ccc(C=O)cc1C, CNC, O. The product is Cc1ccc(C(c2cc(C(C)(C)C)cc(C(C)(C)C)c2O)N(C)C)cc1C. The reactants are COc1ccc2cc(C3=CCN(Cc4ccccc4)CC3)ccc2c1, CCOC(C)=O, [H][H], C1CCOC1, O=[Pt]. Yields the product COc1ccc2cc(C3CCN(Cc4ccccc4)CC3)ccc2c1. Reaction SMILES: [CH2:1]([c:2]1[cH:3][cH:4][cH:5][cH:6][cH:7]1)[N:8]1[CH2:9][CH2:10][C:11]([c:14]2[cH:15][c:16]3[cH:17][cH:18][c:19]([O:24][CH3:25])[cH:20][c:21]3[cH:22][cH:23]2)=[CH:12][CH2:13]1.[CH3:33][CH2:34][O:35][C:36](=[O:37])[CH3:38].[H:26][H:27].[O:28]1[CH2:29][CH2:30][CH2:31][CH2:32]1.[Pt:39]=[O:40]>>[CH2:1]([c:2]1[cH:3][cH:4][cH:5][cH:6][cH:7]1)[N:8]1[CH2:9][CH2:10][CH:11]([c:14]2[cH:15][c:16]3[cH:17][cH:18][c:19]([O:24][CH3:25])[cH:20][c:21]3[cH:22][cH:23]2)[CH2:12][CH2:13]1. The reactants are CCO, CN1CCC(N(C)c2ccc([N+](=O)[O-])cc2)C1. Product: CN1CCC(N(C)c2ccc(N)cc2)C1. As a reaction SMILES: [CH3:18][CH2:19][OH:20].[CH3:1][N:2]([c:3]1[cH:4][cH:5][c:6]([N+:9]([O-:10])=[O:11])[cH:7][cH:8]1)[CH:12]1[CH2:13][N:14]([CH3:17])[CH2:15][CH2:16]1>>[CH3:1][N:2]([c:3]1[cH:4][cH:5][c:6]([NH2:9])[cH:7][cH:8]1)[CH:12]1[CH2:13][N:14]([CH3:17])[CH2:15][CH2:16]1. Starting materials: SCc1ccccc1, CCO, Nc1ccc2ccc(Cl)nc2n1, [Na], O. Yields the product Nc1ccc2ccc(SCc3ccccc3)nc2n1. RXN SMILES: [CH2:5]([c:6]1[cH:7][cH:8][cH:9][cH:10][cH:11]1)[SH:12].[CH3:2][CH2:3][OH:4].[NH2:13][c:14]1[n:15][c:16]2[n:17][c:18]([Cl:24])[cH:19][cH:20][c:21]2[cH:22][cH:23]1.[Na:1].[OH2:25]>>[CH2:5]([c:6]1[cH:7][cH:8][cH:9][cH:10][cH:11]1)[S:12][c:18]1[n:17][c:16]2[n:15][c:14]([NH2:13])[cH:23][cH:22][c:21]2[cH:20][cH:19]1.